Task: describe an organic reaction: reactants, conditions, products, and yield. Dataset: the Open Reaction Database (ORD), a public repository of structured organic reaction records The reactants are ClC1=CC=C(C=C1)SC1=CC=C(C=C1)CCC(=O)OC (methyl 3-{4-[(4-chlorophenyl)thio]phenyl}propanoate), [Li+].[OH-] (LiOH), Cl (HCl). Run in CO (MeOH). Yields the product ClC1=CC=C(C=C1)SC1=CC=C(C=C1)CCC(=O)O (3-{4[(4-chlorophenyl)thio]phenyl}propanoic acid). RXN SMILES: [Cl:1][C:2]1[CH:7]=[CH:6][C:5]([S:8][C:9]2[CH:14]=[CH:13][C:12]([CH2:15][CH2:16][C:17]([O:19]C)=[O:18])=[CH:11][CH:10]=2)=[CH:4][CH:3]=1.[Li+].[OH-].Cl>CO>[Cl:1][C:2]1[CH:7]=[CH:6][C:5]([S:8][C:9]2[CH:14]=[CH:13][C:12]([CH2:15][CH2:16][C:17]([OH:19])=[O:18])=[CH:11][CH:10]=2)=[CH:4][CH:3]=1 |f:1.2|. Procedure details: A solution of ester from step 3 and LiOH (2N, 3 eq) in MeOH (0.2M) was stirred at reflux for 2 h, cooled to rt and acidified to pH 3 with HCl 10%. The mixture was extracted with ether and the solvent evaporated. The residue was purified by stirring vigorously in hexane followed by filtration to give the title compound as a white solid. Procedure details: A solution of 3-(2-azidopropoxy)-1-(diphenylmethyl)azetidine (350 mg) and triphenylphosphine (340 mg) in THF/water (15 mL/5 mL) was heated under reflux for 2 hr. The mixture was allowed to cool, 1M hydrochloric acid was added thereto, and the mixture was washed with diethyl ether. The obtained aqueous solution was neutralized with saturated aqueous sodium hydrogen carbonate solution, and the mixture was extracted with ethyl acetate. The obtained organic layer was dried over anhydrous magnesium s... Reaction SMILES: [N:1]([CH:4]([CH3:24])[CH2:5][O:6][CH:7]1[CH2:10][N:9]([CH:11]([C:18]2[CH:23]=[CH:22][CH:21]=[CH:20][CH:19]=2)[C:12]2[CH:17]=[CH:16][CH:15]=[CH:14][CH:13]=2)[CH2:8]1)=[N+]=[N-].C1(P(C2C=CC=CC=2)C2C=CC=CC=2)C=CC=CC=1.Cl.C1C[O:48][CH2:47][CH2:46]1.O>>[C:12]1([CH:11]([C:18]2[CH:23]=[CH:22][CH:21]=[CH:20][CH:19]=2)[N:9]2[CH2:10][CH:7]([O:6][CH2:5][CH:4]([NH:1][C:47](=[O:48])[CH3:46])[CH3:24])[CH2:8]2)[CH:17]=[CH:16][CH:15]=[CH:14][CH:13]=1 |f:3.4|. The reactants are N(=[N+]=[N-])C(COC1CN(C1)C(C1=CC=CC=C1)C1=CC=CC=C1)C (3-(2-azidopropoxy)-1-(diphenylmethyl)azetidine), C1(=CC=CC=C1)P(C1=CC=CC=C1)C1=CC=CC=C1 (triphenylphosphine), C1CCOC1.O (THF water), Cl (hydrochloric acid). Reaction conditions: temperature 60 celsius, time 5 hour. The product is C1(=CC=CC=C1)C(N1CC(C1)OCC(C)NC(C)=O)C1=CC=CC=C1 (N-(2-{[1-(diphenylmethyl)azetidin-3-yl]oxy}-1-methylethyl)acetamide). Starting materials: C=C(OCC)c1ccc(O[Si](C(C)C)(C(C)C)C(C)C)cc1C(C)(C)C, CCOCC. Product: CCOC1(c2ccc(O[Si](C(C)C)(C(C)C)C(C)C)cc2C(C)(C)C)CC1. RXN SMILES: [CH2:1]([CH3:2])[O:3][C:4](=[CH2:5])[c:6]1[c:7]([C:23]([CH3:24])([CH3:25])[CH3:26])[cH:8][c:9]([O:10][Si:11]([CH:12]([CH3:13])[CH3:14])([CH:15]([CH3:16])[CH3:17])[CH:18]([CH3:19])[CH3:20])[cH:21][cH:22]1.[CH3:27][CH2:28][O:29][CH2:30][CH3:31]>>[CH2:1]([CH3:2])[O:3][C:4]1([c:6]2[c:7]([C:23]([CH3:24])([CH3:25])[CH3:26])[cH:8][c:9]([O:10][Si:11]([CH:12]([CH3:13])[CH3:14])([CH:15]([CH3:16])[CH3:17])[CH:18]([CH3:19])[CH3:20])[cH:21][cH:22]2)[CH2:5][CH2:27]1.